From a dataset of the Open Reaction Database (ORD), a public repository of structured organic reaction records. describe an organic reaction: reactants, conditions, products, and yield Starting materials: N[C@H]1[C@@H](C(OC2=C1C=C(C=C2)C#N)(C)C)O (trans-4-amino-3,4-dihydro-2,2-dimethyl-3-hydroxy-2H-1-benzopyran-6-carbonitrile), C(#N)N=C(C)OCC (ethyl N-cyanoacetimidate). Solvent: N1=CC=CC=C1 (pyridine). The product is C(#N)N=C(C)N[C@H]1[C@@H](C(OC2=C1C=C(C=C2)C#N)(C)C)O (trans-4-[N-[1-(cyanoimino)ethyl]amino]-3,4-dihydro-2,2-dimethyl-3-hydroxy-2H-1-benzopyran-6-carbonitrile). The yield is 63.7%. Reaction SMILES: [NH2:1][C@@H:2]1[C:7]2[CH:8]=[C:9]([C:12]#[N:13])[CH:10]=[CH:11][C:6]=2[O:5][C:4]([CH3:15])([CH3:14])[C@H:3]1[OH:16].[C:17]([N:19]=[C:20](OCC)[CH3:21])#[N:18]>N1C=CC=CC=1>[C:17]([N:19]=[C:20]([NH:1][C@@H:2]1[C:7]2[CH:8]=[C:9]([C:12]#[N:13])[CH:10]=[CH:11][C:6]=2[O:5][C:4]([CH3:14])([CH3:15])[C@H:3]1[OH:16])[CH3:21])#[N:18]. Procedure details: A mixture of trans-4-amino-3,4-dihydro-2,2-dimethyl-3-hydroxy-2H-1-benzopyran-6-carbonitrile (15.28 g) and ethyl N-cyanoacetimidate (9.42 g) in pyridine (70 ml) was refluxed under nitrogen atmosphere for 9 hours. The mixture was cooled to room temperature and concentrated under reduced pressure. The residue was dissolved in ethyl acetate (150 ml), washed with 5% hydrochloric acid (100 ml), water (100 ml), and brine (100 ml), successively. The organic layer was dried over anhydrous magnesium sulf... Reactants: BrC1=C(C=C(C=C1)O)F (1-bromo-2-fluoro-4-hydroxybenzene), C(=O)([O-])[O-].[K+].[K+] (K2CO3), S(=O)(=O)(OC)OC (dimethyl sulfate). Solvent: CC(=O)C (acetone). Yields the product BrC1=C(C=C(C=C1)OC)F (1-bromo-2-fluoro-4-methoxybenzene). As a reaction SMILES: [Br:1][C:2]1[CH:7]=[CH:6][C:5]([OH:8])=[CH:4][C:3]=1[F:9].[C:10]([O-])([O-])=O.[K+].[K+].S(OC)(OC)(=O)=O>CC(C)=O>[Br:1][C:2]1[CH:7]=[CH:6][C:5]([O:8][CH3:10])=[CH:4][C:3]=1[F:9] |f:1.2.3|. Procedure: To 1-bromo-2-fluoro-4-hydroxybenzene (100 g, 0.52 mol) and K2CO3 (179.4 g, 1.3 mol) in 1300 mL acetone was added dimethyl sulfate (98.38 g, 0.78 mol). After refluxing overnight, the reaction mixture was cooled, filtered and dried over Na2SO4, and the filtrate was concentrated to afford 1-bromo-2-fluoro-4-methoxybenzene as a brown oil. Reactants: NC1=CC=C(C=C1)SC1=C(C=C(S1)C(=O)O)NC=1C2=C(N=CN1)N=C(C=C2)C(C)C (5-(4-Aminophenylthio)-4-(7-isopropylpyrido[2,3-d]pyrimidin-4-ylamino)thiophene-2-carboxylic acid), C[C@H](CN)C1=CC=CC=C1 ((S)-(−)-β-methylphenethylamine), C(C)(C)N(C(C)C)CC (N,N-diisopropylethylamine), F[B-](F)(F)F.N1(N=NC2=C1C=CC=C2)OC(=[N+](C)C)N(C)C (O-benzotriazol-1-yl-N,N,N′,N′-tetramethyluronium tetrafluoroborate). Run in O (water), CS(=O)C (dimethyl sulfoxide). The product is NC1=CC=C(C=C1)SC1=C(C=C(S1)C(=O)NC[C@@H](C)C1=CC=CC=C1)NC=1C2=C(N=CN1)N=C(C=C2)C(C)C ((S)-5-(4-aminophenylthio)-4-(7-isopropylpyrido[2,3-d]pyrimidin-4-ylamino)-N-(2-phenylpropyl)thiophene-2-carboxamide). Isolated yield 85.2%. RXN SMILES: [NH2:1][C:2]1[CH:7]=[CH:6][C:5]([S:8][C:9]2[S:13][C:12]([C:14](O)=[O:15])=[CH:11][C:10]=2[NH:17][C:18]2[C:19]3[CH:27]=[CH:26][C:25]([CH:28]([CH3:30])[CH3:29])=[N:24][C:20]=3[N:21]=[CH:22][N:23]=2)=[CH:4][CH:3]=1.[CH3:31][C@@H:32]([C:35]1[CH:40]=[CH:39][CH:38]=[CH:37][CH:36]=1)[CH2:33][NH2:34].C(N(CC)C(C)C)(C)C.F[B-](F)(F)F.N1(OC(N(C)C)=[N+](C)C)C2C=CC=CC=2N=N1>CS(C)=O.O>[NH2:1][C:2]1[CH:7]=[CH:6][C:5]([S:8][C:9]2[S:13][C:12]([C:14]([NH:34][CH2:33][C@H:32]([C:35]3[CH:40]=[CH:39][CH:38]=[CH:37][CH:36]=3)[CH3:31])=[O:15])=[CH:11][C:10]=2[NH:17][C:18]2[C:19]3[CH:27]=[CH:26][C:25]([CH:28]([CH3:30])[CH3:29])=[N:24][C:20]=3[N:21]=[CH:22][N:23]=2)=[CH:4][CH:3]=1 |f:3.4|. Reported procedure: The product of Example 430F (62 mg, 0.142 mmol) in dimethyl sulfoxide (2 mL) under a nitrogen atmosphere was reacted with (S)-(−)-β-methylphenethylamine (23 mg, 0. 170 mmol), N,N-diisopropylethylamine (0.123 mL, 0.708 mmol), and O-benzotriazol-1-yl-N,N,N′,N′-tetramethyluronium tetrafluoroborate (55 mg, 0.170 mmol at room temperature for 20 hours. The reaction mixture was diluted with water (10 mL), and extracted with ethyl acetate (50 mL). The organic extract was washed sequentially with water (... The reactants are ClC1=NC(=C2N=CN(C2=N1)[C@H]1[C@@H]([C@@H]([C@H](C1)NC(CC)=O)O)O)NCC(C1=CC=CC=C1)C1=CC=CC=C1 (N-{(1S,2R,3S,4R)-4-[2-chloro-6-(2,2-diphenyl-ethylamino)-purin-9-yl]-2,3-dihydroxy-cyclopentyl}-propionamide), ClC1=NC(=C2N=CN(C2=N1)[C@H]1[C@@H]([C@@H]([C@H](C1)NC(CC)=O)O)O)NCC(C1=CC=CC=C1)C1=CC=CC=C1 (N-{(1S,2R,3S,4R)-4-[2-chloro-6-(2,2-diphenyl-ethylamino)-purin-9-yl]-2,3-dihydroxy-cyclopentyl}-propionamide), COC(C)(C)OC (2,2-dimethoxypropane), C1(=CC=C(C=C1)S(=O)(=O)O)C (toluene-4-sulfonic acid). Solvent: CC(=O)C (acetone). Run at time 8 hour. Product: ClC1=NC(=C2N=CN(C2=N1)[C@@H]1C[C@@H]([C@@H]2[C@H]1OC(O2)(C)C)NC(CC)=O)NCC(C2=CC=CC=C2)C2=CC=CC=C2 (N-{(3aR,4S,6R,6aS)-6-[2-Chloro-6-(2,2-diphenyl-ethylamino)-purin-9-yl]-2,2-dimethyl-tetrahydro-cyclopenta[1,3]dioxol-4-yl}-propionamide). As a reaction SMILES: [Cl:1][C:2]1[N:10]=[C:9]2[C:5]([N:6]=[CH:7][N:8]2[C@@H:11]2[CH2:15][C@H:14]([NH:16][C:17](=[O:20])[CH2:18][CH3:19])[C@@H:13]([OH:21])[C@H:12]2[OH:22])=[C:4]([NH:23][CH2:24][CH:25]([C:32]2[CH:37]=[CH:36][CH:35]=[CH:34][CH:33]=2)[C:26]2[CH:31]=[CH:30][CH:29]=[CH:28][CH:27]=2)[N:3]=1.CO[C:40](OC)([CH3:42])[CH3:41].C1(C)C=CC(S(O)(=O)=O)=CC=1>CC(C)=O>[Cl:1][C:2]1[N:10]=[C:9]2[C:5]([N:6]=[CH:7][N:8]2[C@H:11]2[C@@H:12]3[O:22][C:40]([CH3:42])([CH3:41])[O:21][C@@H:13]3[C@@H:14]([NH:16][C:17](=[O:20])[CH2:18][CH3:19])[CH2:15]2)=[C:4]([NH:23][CH2:24][CH:25]([C:32]2[CH:33]=[CH:34][CH:35]=[CH:36][CH:37]=2)[C:26]2[CH:27]=[CH:28][CH:29]=[CH:30][CH:31]=2)[N:3]=1. Reported procedure: The title compound is prepared by dissolving N-{(1S,2R,3S,4R)-4-[2-chloro-6-(2,2-diphenyl-ethylamino)-purin-9-yl]-2,3-dihydroxy-cyclopentyl}-propionamide (Intermediate J) in a 2:1 mixture of acetone and 2,2-dimethoxypropane with a catalytic amount of toluene-4-sulfonic acid, and stirring at room temperature overnight. The volatile components are removed under reduced pressure to afford the title compound.